From a dataset of the Open Reaction Database (ORD), a public repository of structured organic reaction records. describe an organic reaction: reactants, conditions, products, and yield Procedure: Cyclohexyl-4-methoxy-2-isopropyl-benzene was prepared in two steps by a Suzuki coupling of 4-methoxy-2-isopropyl-phenylboronic acid and cyclohexenol triflate following the procedures of Carmen et. al., Synlett 2005, No. 10, pp 1601-1605, to obtain 1-cyclohex-1-enyl-2-isopropyl-4-methoxy-benzene, which was subsequently hydrogenated (Pd/C, H2, MeOH) to form 1-cyclohexyl-4-methoxy-2-isopropyl-benzene. The reactants are COC1=CC(=C(C=C1)B(O)O)C(C)C (4-methoxy-2-isopropyl-phenylboronic acid), S(=O)(=O)(C(F)(F)F)OC1=CCCCC1 (cyclohexenol triflate). RXN SMILES: [CH3:1][O:2][C:3]1[CH:8]=[CH:7][C:6](B(O)O)=[C:5]([CH:12]([CH3:14])[CH3:13])[CH:4]=1.S(O[C:23]1[CH2:28][CH2:27][CH2:26][CH2:25][CH:24]=1)(C(F)(F)F)(=O)=O>>[CH:23]1([C:6]2[CH:7]=[CH:8][C:3]([O:2][CH3:1])=[CH:4][C:5]=2[CH:12]([CH3:14])[CH3:13])[CH2:28][CH2:27][CH2:26][CH2:25][CH2:24]1.[C:23]1([C:6]2[CH:7]=[CH:8][C:3]([O:2][CH3:1])=[CH:4][C:5]=2[CH:12]([CH3:14])[CH3:13])[CH2:28][CH2:27][CH2:26][CH2:25][CH:24]=1. Yields the product C1(CCCCC1)C1=C(C=C(C=C1)OC)C(C)C (Cyclohexyl-4-methoxy-2-isopropyl-benzene), C1(=CCCCC1)C1=C(C=C(C=C1)OC)C(C)C (1-cyclohex-1-enyl-2-isopropyl-4-methoxy-benzene).